This data is from the Open Reaction Database (ORD), a public repository of structured organic reaction records. The task is: describe an organic reaction: reactants, conditions, products, and yield The reactants are C(C)(C)(C)OC(=O)C(CC1(CCCC1)C(=O)O)COCCOC (1-[2-(tert-butoxycarbonyl)-3-(2-methoxyethoxy)propyl]-1-cyclopentanecarboxylic acid), C[C@@H]([C@H](C1=CC=CC=C1)O)NC ((+) pseudoephedrine). The solvent is CCCCCC (hexane). Run at temperature 5 celsius, time 1 hour. Product: C[C@@H]([C@H](C1=CC=CC=C1)O)NC ((+) pseudoephedrine), C(C)(C)(C)OC(=O)[C@@H](CC1(CCCC1)C(=O)O)COCCOC ((S)-1-[2-(tert-Butoxycarbonyl)-3-(2-methoxyethoxy)propyl]-1-cyclopentanecarboxylic acid), acid. The yield is 54.4%. RXN SMILES: [C:1]([O:5][C:6]([CH:8]([CH2:18][O:19][CH2:20][CH2:21][O:22][CH3:23])[CH2:9][C:10]1([C:15]([OH:17])=[O:16])[CH2:14][CH2:13][CH2:12][CH2:11]1)=[O:7])([CH3:4])([CH3:3])[CH3:2].[CH3:24][C@H:25]([NH:34][CH3:35])[C@@H:26]([OH:33])[C:27]1[CH:32]=[CH:31][CH:30]=[CH:29][CH:28]=1>CCCCCC>[CH3:24][C@H:25]([NH:34][CH3:35])[C@@H:26]([OH:33])[C:27]1[CH:28]=[CH:29][CH:30]=[CH:31][CH:32]=1.[C:1]([O:5][C:6]([C@H:8]([CH2:18][O:19][CH2:20][CH2:21][O:22][CH3:23])[CH2:9][C:10]1([C:15]([OH:17])=[O:16])[CH2:14][CH2:13][CH2:12][CH2:11]1)=[O:7])([CH3:3])([CH3:2])[CH3:4]. Procedure details: A solution of 1-[2-(tert-butoxycarbonyl)-3-(2-methoxyethoxy)propyl]-1-cyclopentanecarboxylic acid (110.1 g, 0.333 mole) in hexane (550 ml) was treated with (+) pseudoephedrine (55.1 g, 0.333 mole) and the mixture was heated to reflux. The resulting solution was cooled to induce crystallisation, and stirred at 5° C. for 1 hour to granulate the crystals. After overnight refrigeration at 5° C., filtration, washing with hexane (200 ml) and drying gave the crude (+) pseudoephedrine salt of the (S) ac...